The task is: describe an organic reaction: reactants, conditions, products, and yield. This data is from the Open Reaction Database (ORD), a public repository of structured organic reaction records. Reactants: ClC1=NC=C2N=C(N(C2=N1)CC(C)(C)C)C (2-chloro-9-(2,2-dimethyl-propyl)-8-methyl-9H-purine), [C-]#N.[Na+] (NaCN), C1CN2CCN1CC2 (DABCO). The solvent is CS(=O)C.O (DMSO H2O). Product: ethyl acetate hexanes, CC(CN1C2=NC(=NC=C2N=C1C)C#N)(C)C (9-(2,2-dimethyl-propyl)-8-methyl-9H-purine-2-carbonitrile). As a reaction SMILES: Cl[C:2]1[N:10]=[C:9]2[C:5]([N:6]=[C:7]([CH3:16])[N:8]2[CH2:11][C:12]([CH3:15])([CH3:14])[CH3:13])=[CH:4][N:3]=1.[C-]#N.[Na+].C1N2CC[N:22](CC2)[CH2:21]1>CS(C)=O.O>[CH3:13][C:12]([CH3:15])([CH3:14])[CH2:11][N:8]1[C:7]([CH3:16])=[N:6][C:5]2[C:9]1=[N:10][C:2]([C:21]#[N:22])=[N:3][CH:4]=2 |f:1.2,4.5|. Procedure details: 6.1 g of 2-chloro-9-(2,2-dimethyl-propyl)-8-methyl-9H-purine, 1.25 g of NaCN and 0.57 g of DABCO were heated for 6 hours to 80° C. in 60 ml DMSO/H2O=90:10. The crude mixture was extracted with ethyl acetate and saturated NaHCO3 solution and the organic phases were dried over sodium sulfate and evaporated to dryness. After chromatography on silicagel with ethyl acetate/hexanes=1:1 9-(2,2-dimethyl-propyl)-8-methyl-9H-purine-2-carbonitrile was isolated as a pale brown powder. Reactants: CCOc1c(CO)cccc1C(C)C, O=[Mn]=O, c1ccccc1. The product is CCOc1c(C=O)cccc1C(C)C. As a reaction SMILES: [CH2:1]([CH3:2])[O:3][c:4]1[c:5]([CH2:13][OH:14])[cH:6][cH:7][cH:8][c:9]1[CH:10]([CH3:11])[CH3:12].[O:21]=[Mn:22]=[O:23].[cH:15]1[cH:16][cH:17][cH:18][cH:19][cH:20]1>>[CH2:1]([CH3:2])[O:3][c:4]1[c:5]([CH:13]=[O:14])[cH:6][cH:7][cH:8][c:9]1[CH:10]([CH3:11])[CH3:12]. Starting materials: C(OCC)([O-])[O-] (ethyl orthoformate), S(O)(O)(=O)=O (Sulfuric acid), BrC=1C=CC(=C(C1)C)F (5-bromo-2-fluorotoluene), II (iodine), [Mg] (magnesium). Run in C(C)OCC (ethyl ether), C(C)OCC (ethyl ether), C(C)OCC (ethyl ether). Reaction conditions: time 8 hour. The product is FC1=C(C=C(C=O)C=C1)C (4-fluoro-3-methylbenzaldehyde). As a reaction SMILES: Br[C:2]1[CH:3]=[CH:4][C:5]([F:9])=[C:6]([CH3:8])[CH:7]=1.II.[Mg].[CH:13]([O-])([O-])[O:14]CC.S(=O)(=O)(O)O>C(OCC)C>[F:9][C:5]1[CH:4]=[CH:3][C:2]([CH:13]=[O:14])=[CH:7][C:6]=1[CH3:8]. Reported procedure: A solution of 5-bromo-2-fluorotoluene (6 g) in ethyl ether (10 ml) and a catalytic amount of iodine were added to a suspension of magnesium (960 mg) in ethyl ether (10 ml) under nitrogen atmosphere and the whole was refluxed for 30 minutes. After cooling, a solution of ethyl orthoformate (5.4 g) in ethyl ether (20 ml) was added to the mixture and the whole was stirred overnight. Sulfuric acid (10%, 20 ml) was added to the mixture and the organic layer was separated, washed with brine, dried over...